From a dataset of the Open Reaction Database (ORD), a public repository of structured organic reaction records. describe an organic reaction: reactants, conditions, products, and yield Reaction SMILES: [CH3:17][C:18](=[O:19])[OH:20].[OH2:16].[OH:12][N+:13]([O-:14])=[O:15].[OH:1][C:2](=[O:3])[CH2:4][c:5]1[cH:6][cH:7][c:8]([OH:9])[cH:10][cH:11]1>>[OH:1][C:2](=[O:3])[CH2:4][c:5]1[cH:6][c:7]([N+:13](=[O:12])[O-:14])[c:8]([OH:9])[cH:10][cH:11]1. The reactants are CC(=O)O, O, O=[N+]([O-])O, O=C(O)Cc1ccc(O)cc1. Product: O=C(O)Cc1ccc(O)c([N+](=O)[O-])c1. Reactants: O (water), FC1=CC=C(C(=O)C2CCN(CC2)CCN(S(=O)(=O)C2=CC=C(C=C2)C=O)C2=C(C=CC=C2)OC)C=C1 (N-{2-[4-(4-Fluorobenzoyl)piperidino]ethyl}-4-formyl-N-(2-methoxyphenyl)benzenesulfonamide), Cl.ON (hydroxyamine hydrochloride), C([O-])([O-])=O.[Na+].[Na+] (sodium carbonate). Run in C(C)O (ethanol). Run at time 1.5 hour. The product is FC1=CC=C(C(=O)C2CCN(CC2)CCN(S(=O)(=O)C2=CCC(C=C2)=NO)C2=C(C=CC=C2)OC)C=C1 (N-{2-[4-(4-Fluorobenzoyl)piperidino]ethyl}-4-(N-hydroxyimino)-N-(2-methoxyphenyl)benzenesulfonamide). Yield: 102.7%. Reaction SMILES: [F:1][C:2]1[CH:37]=[CH:36][C:5]([C:6]([CH:8]2[CH2:13][CH2:12][N:11]([CH2:14][CH2:15][N:16]([C:28]3[CH:33]=[CH:32][CH:31]=[CH:30][C:29]=3[O:34][CH3:35])[S:17]([C:20]3[CH:25]=[CH:24][C:23](C=O)=[CH:22][CH:21]=3)(=[O:19])=[O:18])[CH2:10][CH2:9]2)=[O:7])=[CH:4][CH:3]=1.Cl.[OH:39][NH2:40].C(=O)([O-])[O-].[Na+].[Na+].O>C(O)C>[F:1][C:2]1[CH:3]=[CH:4][C:5]([C:6]([CH:8]2[CH2:9][CH2:10][N:11]([CH2:14][CH2:15][N:16]([C:28]3[CH:33]=[CH:32][CH:31]=[CH:30][C:29]=3[O:34][CH3:35])[S:17]([C:20]3[CH:21]=[CH:22][C:23](=[N:40][OH:39])[CH2:24][CH:25]=3)(=[O:19])=[O:18])[CH2:12][CH2:13]2)=[O:7])=[CH:36][CH:37]=1 |f:1.2,3.4.5|. Procedure: N-{2-[4-(4-Fluorobenzoyl)piperidino]ethyl}-4-formyl-N-(2-methoxyphenyl)benzenesulfonamide (63 mg, 0.12 mmol) and hydroxyamine hydrochloride (9.5 mg, 0.132 mmol) were dissolved in ethanol (2 ml) to which were subsequently added anhydrous sodium carbonate (14 mg, 0.132 mmol) and water (1 ml). After 1.5 hours of stirring at room temperature, ethanol was removed by evaporation, and the resulting residue was mixed with water (10 ml) to collect crystals by filtration. The thus collected crystals were ... Starting materials: ClC1=NC2=CC=C(C=C2C=C1)O (2-chloroquinolin-6-ol), ClC1=NC2=CC=C(C=C2C=C1)O (2-chloroquinolin-6-ol), B(O)(O)C1=CC(=C(C(=O)O)C=C1)F (4-borono-2-fluorobenzoic acid). Yields the product FC1=C(C(=O)O)C=CC(=C1)C1=NC2=CC=C(C=C2C=C1)O (2-fluoro-4-(6-hydroxyquinolin-2-yl)benzoic acid). RXN SMILES: Cl[C:2]1[CH:11]=[CH:10][C:9]2[C:4](=[CH:5][CH:6]=[C:7]([OH:12])[CH:8]=2)[N:3]=1.B([C:16]1[CH:24]=[CH:23][C:19]([C:20]([OH:22])=[O:21])=[C:18]([F:25])[CH:17]=1)(O)O>>[F:25][C:18]1[CH:17]=[C:16]([C:2]2[CH:11]=[CH:10][C:9]3[C:4](=[CH:5][CH:6]=[C:7]([OH:12])[CH:8]=3)[N:3]=2)[CH:24]=[CH:23][C:19]=1[C:20]([OH:22])=[O:21]. Procedure: Followed Scheme 3: Starting Materials: 2-chloroquinolin-6-ol (Intermediate 2) and 4-borono-2-fluorobenzoic acid. 1H NMR (CD3OD, 400 MHz): δ 8.54 (d, J=8.4 Hz, 1H), 8.20-8.06 (m, 3H), 8.06-7.96 (m, 2H), 7.55 (dd, J=9.2, 2.4 Hz, 1H), 7.32 (d, J=2.8 Hz, 1H). MS (ESI): m/z 283.6 [M+1]+.